This data is from the Open Reaction Database (ORD), a public repository of structured organic reaction records. The task is: describe an organic reaction: reactants, conditions, products, and yield Reactants: CCN=C=NCCCN(C)C.Cl (EDCl), ClC1=C(C=C(C(=O)N(C2=C(OCCC(=O)O)C=CC=C2)C)C=C1)C=1C=NC(=CC1C#N)C(F)(F)F (3-(2-{[4-chloro-3-(4-cyano-6-trifluoromethyl-pyridin-3-yl)-benzoyl]-methyl-amino}-phenoxy)-propionic acid), C(NN)(=O)OC(C)(C)C (t-butyl carbazate), C=1C=CC2=C(C1)N=NN2O (HOBt), C(=O)([O-])[O-].[Na+].[Na+] (Na2CO3). Solvent: CN(C)C=O (DMF), ClCCl (dichloromethane). Run at time 16 hour. The product is C(C)(C)(C)OC(=O)NNC(CCOC1=C(C=CC=C1)N(C)C(C1=CC(=C(C=C1)Cl)C=1C=NC(=CC1C#N)C(F)(F)F)=O)=O (N′-[3-(2-{[4-chloro-3-(4-cyano-6-trifluoromethyl-pyridin-3-yl)-benzoyl]-methyl-amino}-phenoxy)-propionyl]-hydrazinecarboxylic acid tert-butyl ester). Yield: 94.0%. RXN SMILES: CCN=C=NCCCN(C)C.Cl.[Cl:13][C:14]1[CH:35]=[CH:34][C:17]([C:18]([N:20]([CH3:33])[C:21]2[CH:32]=[CH:31][CH:30]=[CH:29][C:22]=2[O:23][CH2:24][CH2:25][C:26](O)=[O:27])=[O:19])=[CH:16][C:15]=1[C:36]1[CH:37]=[N:38][C:39]([C:44]([F:47])([F:46])[F:45])=[CH:40][C:41]=1[C:42]#[N:43].[C:48]([O:52][C:53]([CH3:56])([CH3:55])[CH3:54])(=[O:51])[NH:49][NH2:50].C1C=CC2N(O)N=NC=2C=1.C([O-])([O-])=O.[Na+].[Na+]>CN(C=O)C.ClCCl>[C:53]([O:52][C:48]([NH:49][NH:50][C:26](=[O:27])[CH2:25][CH2:24][O:23][C:22]1[CH:29]=[CH:30][CH:31]=[CH:32][C:21]=1[N:20]([C:18](=[O:19])[C:17]1[CH:34]=[CH:35][C:14]([Cl:13])=[C:15]([C:36]2[CH:37]=[N:38][C:39]([C:44]([F:45])([F:47])[F:46])=[CH:40][C:41]=2[C:42]#[N:43])[CH:16]=1)[CH3:33])=[O:51])([CH3:56])([CH3:55])[CH3:54] |f:0.1,5.6.7|. Reported procedure: EDCl (19.9 mg, 0.104 mmol) was added to a solution of 3-(2-{[4-chloro-3-(4-cyano-6-trifluoromethyl-pyridin-3-yl)-benzoyl]-methyl-amino}-phenoxy)-propionic acid 11-4 (36.3 mg, 0.069 mmol), t-butyl carbazate (13.7 mg, 0.104 mmol), HOBt (14.0 mg, 0.104 mmol) and Na2CO3 (8.7 mg, 0.104 mmol) in a mixture of DMF (1 mL) and dichloromethane (4 mL). The mixture was stirred at room temperature for approximately 16 hrs and was partitioned between ethyl acetate and water. The ethyl acetate layer was separat...